describe an organic reaction: reactants, conditions, products, and yield From a dataset of the Open Reaction Database (ORD), a public repository of structured organic reaction records. Reactants: ClC1=C(C=CC(=C1Cl)SC1=CC=C(C=C1)[N+](=O)[O-])OCC (2,3-Dichloro-4-(p-nitrophenylsulfenyl)phenetole), [Al+3].[Cl-].[Cl-].[Cl-] (AlCl3), [Al+3].[Cl-].[Cl-].[Cl-] (AlCl3), [Al+3].[Cl-].[Cl-].[Cl-] (AlCl3). Solvent: C(Cl)Cl (methylene chloride). Conditions: time 8 hour. Product: ClC1=C(C=CC(=C1Cl)SC1=CC=C(C=C1)[N+](=O)[O-])O (2,3-Dichloro-4-(p-nitrophenylsulfenyl)phenol). As a reaction SMILES: [Cl:1][C:2]1[C:7]([Cl:8])=[C:6]([S:9][C:10]2[CH:15]=[CH:14][C:13]([N+:16]([O-:18])=[O:17])=[CH:12][CH:11]=2)[CH:5]=[CH:4][C:3]=1[O:19]CC.[Al+3].[Cl-].[Cl-].[Cl-]>C(Cl)Cl>[Cl:1][C:2]1[C:7]([Cl:8])=[C:6]([S:9][C:10]2[CH:11]=[CH:12][C:13]([N+:16]([O-:18])=[O:17])=[CH:14][CH:15]=2)[CH:5]=[CH:4][C:3]=1[OH:19] |f:1.2.3.4|. Reported procedure: A solution of the compound from Example 17 (10 g., 0.029 mole) in 400 ml. of methylene chloride was treated with 8.52 g. of AlCl3 all at once at 0°. The reaction mixture was stirred overnight at room temperature and an additional 3.87 g. of AlCl3 was added. Stirring was continued for an additional 3 hours at which time 3.87 g. of AlCl3 was again added. After stirring for 41/2 hours, the mixture was poured into 800 ml. of crushed ice and the precipitate filtered. The solid was washed with ethanol...